This data is from the Open Reaction Database (ORD), a public repository of structured organic reaction records. The task is: describe an organic reaction: reactants, conditions, products, and yield Reactants: solid, Cl.Cl.O1CCC2=C1C=CC=C2C2CCN(CC2)CC[C@@H]2CC[C@H](CC2)N (trans-4-{2-[4-(2,3-dihydro-benzofuran-4-yl)-piperidin-1-yl]-ethyl}-cyclohexylamine dihydrochloride), Cl.Cl.O1CCC2=C1C=CC=C2C2CCN(CC2)CC[C@@H]2CC[C@H](CC2)N (trans-4-{2-[4-(2,3-dihydro-benzofuran-4-yl)-piperidin-1-yl]-ethyl}-cyclohexylamine dihydrochloride), CN(C(=O)Cl)C (dimethylcarbamic chloride). Product: O1CCC2=C1C=CC=C2C2CCN(CC2)CC[C@@H]2CC[C@H](CC2)NC(N(C)C)=O (trans-3-(4-{2-[4-(2,3-Dihydro-benzofuran-4-yl)-piperidin-1-yl]-ethyl}-cyclohexyl)-1,1-dimethyl-urea). As a reaction SMILES: Cl.Cl.[O:3]1[C:7]2[CH:8]=[CH:9][CH:10]=[C:11]([CH:12]3[CH2:17][CH2:16][N:15]([CH2:18][CH2:19][C@H:20]4[CH2:25][CH2:24][C@H:23]([NH2:26])[CH2:22][CH2:21]4)[CH2:14][CH2:13]3)[C:6]=2[CH2:5][CH2:4]1.[CH3:27][N:28]([CH3:32])[C:29](Cl)=[O:30]>>[O:3]1[C:7]2[CH:8]=[CH:9][CH:10]=[C:11]([CH:12]3[CH2:17][CH2:16][N:15]([CH2:18][CH2:19][C@H:20]4[CH2:21][CH2:22][C@H:23]([NH:26][C:29](=[O:30])[N:28]([CH3:32])[CH3:27])[CH2:24][CH2:25]4)[CH2:14][CH2:13]3)[C:6]=2[CH2:5][CH2:4]1 |f:0.1.2|. Procedure details: The title compound, white solid (24 mg, 24%), MS (ISP) m/z=400.4 [(M+H)+], mp 260° C., was prepared in accordance with the general method of example 47 from trans-4-{2-[4-(2,3-dihydro-benzofuran-4-yl)-piperidin-1-yl]-ethyl}-cyclohexylamine dihydrochloride (intermediate B) (100 mg, 0.25 mmol) and dimethylcarbamic chloride. Reactants: ClC1=NC2=CC=C(C=C2C=C1)Cl (2,6-dichloroquinoline), O(C1=CC=CC=C1)CCN (2-phenoxyethylamine), COC1=CC=C(CN)C=C1 (4-methoxybenzylamine). The product is COC1=CC=C(CNC=2C=C3C=CC(=NC3=CC2)NCCOC2=CC=CC=C2)C=C1 (N6-(4-Methoxy-benzyl)-N2-(2-phenoxy-ethyl)-quinoline-2,6-diamine). As a reaction SMILES: Cl[C:2]1[CH:11]=[CH:10][C:9]2[C:4](=[CH:5][CH:6]=[C:7](Cl)[CH:8]=2)[N:3]=1.[O:13]([CH2:20][CH2:21][NH2:22])[C:14]1[CH:19]=[CH:18][CH:17]=[CH:16][CH:15]=1.[CH3:23][O:24][C:25]1[CH:32]=[CH:31][C:28]([CH2:29][NH2:30])=[CH:27][CH:26]=1>>[CH3:23][O:24][C:25]1[CH:32]=[CH:31][C:28]([CH2:29][NH:30][C:7]2[CH:8]=[C:9]3[C:4](=[CH:5][CH:6]=2)[N:3]=[C:2]([NH:22][CH2:21][CH2:20][O:13][C:14]2[CH:19]=[CH:18][CH:17]=[CH:16][CH:15]=2)[CH:11]=[CH:10]3)=[CH:27][CH:26]=1. Procedure details: The title compound, MS: m/e=400.1 (M+H+), was prepared in accordance with the general method of example 1 from 2,6-dichloroquinoline, 2-phenoxyethylamine and 4-methoxybenzylamine. Reactants: FC(C=1C=C(C=C(C1)C(F)(F)F)[C@@H]1[C@@H](N(C(O1)=O)CC1=NC(=CC=C1Br)Cl)C)(F)F ((4S,5R)-5-[3,5-Bis(trifluoromethyl)phenyl]-3-[(3-bromo-6-chloropyridin-2-yl)methyl]-4-methyl-1,3-oxazolidin-2-one), FC(C=1C=C(C=C(C1)C(F)(F)F)[C@@H]1[C@@H](N(C(O1)=O)CC1=NC(=CC=C1Br)Cl)C)(F)F ((4S,5R)-5-[3,5-Bis(trifluoromethyl)phenyl]-3-[(3-bromo-6-chloropyridin-2-yl)methyl]-4-methyl-1,3-oxazolidin-2-one), COC1=C(C=C(C=C1)CCC(=O)OC)B1OC(C(O1)(C)C)(C)C (methyl 3-[4-methoxy-3-(4,4,5,5-tetramethyl-1,3,2-dioxaborolan-2-yl)phenyl]propanoate), COC1=C(C=C(C=C1)CCC(=O)OC)B1OC(C(O1)(C)C)(C)C (methyl 3-[4-methoxy-3-(4,4,5,5-tetramethyl-1,3,2-dioxaborolan-2-yl)phenyl]propanoate), C([O-])([O-])=O.[K+].[K+] (potassium carbonate). The reagents and catalysts are [Pd](Cl)Cl.C(C)(C)(C)P([C-]1C=CC=C1)C(C)(C)C.[C-]1(C=CC=C1)P(C(C)(C)C)C(C)(C)C.[Fe+2] (1,1′-bis(di-t-butylphosphino)ferrocene palladium dichloride). Run in O (water), C1CCOC1 (THF). Reaction conditions: time 8 hour. The product is FC(C=1C=C(C=C(C1)C(F)(F)F)[C@@H]1[C@@H](N(C(O1)=O)CC1=NC(=CC=C1C=1C=C(C=CC1OC)CCC(=O)OCC)Cl)C)(F)F (ethyl 3-{3-[2-({(4S,5R)-5-[3,5-bis(trifluoromethyl)phenyl]-4-methyl-2-oxo-1,3-oxazolidin-3-yl}methyl)-6-chloropyridin-3-yl]-4-methoxyphenyl}propanoate). The yield is 93.4%. As a reaction SMILES: [F:1][C:2]([F:30])([F:29])[C:3]1[CH:4]=[C:5]([C@H:13]2[O:17][C:16](=[O:18])[N:15]([CH2:19][C:20]3[C:25](Br)=[CH:24][CH:23]=[C:22]([Cl:27])[N:21]=3)[C@H:14]2[CH3:28])[CH:6]=[C:7]([C:9]([F:12])([F:11])[F:10])[CH:8]=1.[CH3:31][O:32][C:33]1[CH:38]=[CH:37][C:36]([CH2:39][CH2:40][C:41]([O:43][CH3:44])=[O:42])=[CH:35][C:34]=1B1OC(C)(C)C(C)(C)O1.[C:54](=O)([O-])[O-].[K+].[K+]>C1COCC1.O.[Pd](Cl)Cl.C(P(C(C)(C)C)[C-]1C=CC=C1)(C)(C)C.[C-]1(P(C(C)(C)C)C(C)(C)C)C=CC=C1.[Fe+2]>[F:1][C:2]([F:30])([F:29])[C:3]1[CH:4]=[C:5]([C@H:13]2[O:17][C:16](=[O:18])[N:15]([CH2:19][C:20]3[C:25]([C:38]4[CH:37]=[C:36]([CH2:39][CH2:40][C:41]([O:43][CH2:44][CH3:54])=[O:42])[CH:35]=[CH:34][C:33]=4[O:32][CH3:31])=[CH:24][CH:23]=[C:22]([Cl:27])[N:21]=3)[C@H:14]2[CH3:28])[CH:6]=[C:7]([C:9]([F:12])([F:11])[F:10])[CH:8]=1 |f:2.3.4,7.8.9.10|. Procedure details: A mixture of (4S,5R)-5-[3,5-Bis(trifluoromethyl)phenyl]-3-[(3-bromo-6-chloropyridin-2-yl)methyl]-4-methyl-1,3-oxazolidin-2-one (INTERMEDIATE 32) (500 mg, 0.966 mmol), methyl 3-[4-methoxy-3-(4,4,5,5-tetramethyl-1,3,2-dioxaborolan-2-yl)phenyl]propanoate (INTERMEDIATE 2) (370 mg, 1.107 mmol), potassium carbonate (1M aqueous) (3 ml, 3.00 mmol), and 1,1′-bis(di-t-butylphosphino)ferrocene palladium dichloride (94 mg, 0.145 mmol) in THF (5 ml) was stirred at RT under nitrogen overnight. The reaction wa... Reactants: BrC=1C=C(C(N(C1)C)=O)NC1=NC=C(C=C1)C(=O)N1CCOCC1 (5-Bromo-1-methyl-3-[5-(morpholine-4-carbonyl)-pyridin-2-ylamino]-1H-pyridin-2-one), CN(C=1C=C2CCN(C(C2=CC1)=O)C1=CC(=CC=C1)B1OC(C(O1)(C)C)(C)C)C (6-Dimethylamino-2-[3-(4,4,5,5-tetramethyl-[1,3,2]dioxaborolan-2-yl)-phenyl]-3,4-dihydro-2H-isoquinolin-1-one), C([O-])([O-])=O.[Na+].[Na+] (sodium carbonate). Reagents/catalysts: C=1C=CC(=CC1)[P](C=2C=CC=CC2)(C=3C=CC=CC3)[Pd]([P](C=4C=CC=CC4)(C=5C=CC=CC5)C=6C=CC=CC6)([P](C=7C=CC=CC7)(C=8C=CC=CC8)C=9C=CC=CC9)[P](C=1C=CC=CC1)(C=1C=CC=CC1)C=1C=CC=CC1 (tetrakis(triphenylphosphine)palladium(0)). The solvent is COCCOC (1,2-dimethoxyethane), O (water). Yields the product CN(C=1C=C2CCN(C(C2=CC1)=O)C1=CC(=CC=C1)C1=CN(C(C(=C1)NC1=NC=C(C=C1)C(=O)N1CCOCC1)=O)C)C (6-Dimethylamino-2-(3-{1-methyl-5-[5-(morpholine-4-carbonyl)-pyridin-2-ylamino]-6-oxo-1,6-dihydro-pyridin-3-yl}-phenyl)-3,4-dihydro-2H-isoquinolin-1-one). Yield: 40.6%. As a reaction SMILES: Br[C:2]1[CH:3]=[C:4]([NH:10][C:11]2[CH:16]=[CH:15][C:14]([C:17]([N:19]3[CH2:24][CH2:23][O:22][CH2:21][CH2:20]3)=[O:18])=[CH:13][N:12]=2)[C:5](=[O:9])[N:6]([CH3:8])[CH:7]=1.[CH3:25][N:26]([CH3:53])[C:27]1[CH:28]=[C:29]2[C:34](=[CH:35][CH:36]=1)[C:33](=[O:37])[N:32]([C:38]1[CH:43]=[CH:42][CH:41]=[C:40](B3OC(C)(C)C(C)(C)O3)[CH:39]=1)[CH2:31][CH2:30]2.C(=O)([O-])[O-].[Na+].[Na+]>COCCOC.O.C1C=CC([P]([Pd]([P](C2C=CC=CC=2)(C2C=CC=CC=2)C2C=CC=CC=2)([P](C2C=CC=CC=2)(C2C=CC=CC=2)C2C=CC=CC=2)[P](C2C=CC=CC=2)(C2C=CC=CC=2)C2C=CC=CC=2)(C2C=CC=CC=2)C2C=CC=CC=2)=CC=1>[CH3:25][N:26]([CH3:53])[C:27]1[CH:28]=[C:29]2[C:34](=[CH:35][CH:36]=1)[C:33](=[O:37])[N:32]([C:38]1[CH:43]=[CH:42][CH:41]=[C:40]([C:2]3[CH:3]=[C:4]([NH:10][C:11]4[CH:16]=[CH:15][C:14]([C:17]([N:19]5[CH2:24][CH2:23][O:22][CH2:21][CH2:20]5)=[O:18])=[CH:13][N:12]=4)[C:5](=[O:9])[N:6]([CH3:8])[CH:7]=3)[CH:39]=1)[CH2:31][CH2:30]2 |f:2.3.4,^1:70,72,91,110|. Procedure: 5-Bromo-1-methyl-3-[5-(morpholine-4-carbonyl)-pyridin-2-ylamino]-1H-pyridin-2-one (67 mg, 0.17 mmol), 6-Dimethylamino-2-[3-(4,4,5,5-tetramethyl-[1,3,2]dioxaborolan-2-yl)-phenyl]-3,4-dihydro-2H-isoquinolin-1-one (67 mg, 0.17 mmol), tetrakis(triphenylphosphine)palladium(0) (20 mg, 0.017 mmol), and sodium carbonate (54 mg, 0.51 mmol) in 2 mL 1,2-dimethoxyethane and 1 mL water was heated to 170° C. for 12.5 minutes in the microwave. The resulting mixture was partitioned between ethyl acetate and wat... Starting materials: C(\C(\C)=C\C)(=O)OCC (ethyl tiglate), C(C)(=S)O (thioacetic acid), C1(=CC=C(C=C1)S(=O)(=O)O)C (para-toluenesulfonic acid), C([O-])(O)=O.[Na+] (sodium bicarbonate). The solvent is C(C)OCC (diethyl ether). Conditions: temperature 75 celsius, time 24 hour. The product is C(C)(=O)SC(C(C(=O)OCC)C)C (ethyl 3-acetylthio-2-methylbutyrate). Isolated yield 93.4%. As a reaction SMILES: [C:1]([O:7][CH2:8][CH3:9])(=[O:6])/[C:2](=[CH:4]/[CH3:5])/[CH3:3].[C:10]([OH:13])(=[S:12])[CH3:11].C1(C)C=CC(S(O)(=O)=O)=CC=1.C(=O)(O)[O-].[Na+]>C(OCC)C>[C:10]([S:12][CH:4]([CH3:5])[CH:2]([CH3:3])[C:1]([O:7][CH2:8][CH3:9])=[O:6])(=[O:13])[CH3:11] |f:3.4|. Reported procedure: A mixture of 51.27 g (0.40 mol) of ethyl tiglate, 76.12 g (1.00 mol) of thioacetic acid, and 7.60 g (0.04 mol) of para-toluenesulfonic acid was stirred under nitrogen atmosphere at 75° C. for 24 hours. After cooling, diethyl ether and a saturated aqueous sodium bicarbonate solution were added to the reaction mixture. The organic layer was separated and washed twice with brine. The solvent in the organic layer was evaporated off, and vacuum distillation (68 to 71° C./2 torr) was performed to give... The reactants are O (water), BrC1=C(OC2(C1=O)CCCC2)C2=CC=C(C=C2)SC (3-bromo-2-{4-(methylthio)phenyl}-1-oxa-spiro[4,4]non-2-en-4-one), OOS(=O)[O-].[K+] (OXONE), C1CCOC1 (THF). Run in C(C)O (ethanol). Product: BrC1=C(OC2(C1=O)CCCC2)C2=CC=C(C=C2)S(=O)(=O)C (3-bromo-2-{4-(methylsulfonyl)phenyl}-1-oxa-spiro[4,4]non-2-en-4-one). RXN SMILES: [Br:1][C:2]1[C:6](=[O:7])[C:5]2([CH2:11][CH2:10][CH2:9][CH2:8]2)[O:4][C:3]=1[C:12]1[CH:17]=[CH:16][C:15](SC)=[CH:14][CH:13]=1.O[O:21][S:22]([O-:24])=O.[K+].[CH2:26]1COCC1.O>C(O)C>[Br:1][C:2]1[C:6](=[O:7])[C:5]2([CH2:8][CH2:9][CH2:10][CH2:11]2)[O:4][C:3]=1[C:12]1[CH:17]=[CH:16][C:15]([S:22]([CH3:26])(=[O:24])=[O:21])=[CH:14][CH:13]=1 |f:1.2|. Reported procedure: 50 mg of 3-bromo-2-{4-(methylthio)phenyl}-1-oxa-spiro[4,4]non-2-en-4-one was stirred with 292 mg of OXONE at room temperature overnight in 5 ml ethanol, 5 ml THF, and 5 ml water. Then the insoluble material was filtered off and the filtrate was concentrated under reduced pressure. The resulting aqueous layer was extracted with dichloromethane and the organic layer was concentrated in vacuo. The resulting residue was purified to column chromatography (hexane/ethylacetate) to afford 68 mg of 3-bro... Run at time 18 hour. Reactants: C(#N)C=1C=CC=C2C(=C(NC12)C(=O)N)S(=O)(=O)N1CCOCC1 (7-Cyano-3-(morpholin-4-ylsulfonyl)-1H-indole-2-carboxamide). Product: NCC=1C=CC=C2C(=C(NC12)C(=O)N)S(=O)(=O)N1CCOCC1 (7-Aminomethyl-3-(morpholin-4-ylsulfonyl)-1H-indole-2-carboxamide). Reaction SMILES: [C:1]([C:3]1[CH:4]=[CH:5][CH:6]=[C:7]2[C:11]=1[NH:10][C:9]([C:12]([NH2:14])=[O:13])=[C:8]2[S:15]([N:18]1[CH2:23][CH2:22][O:21][CH2:20][CH2:19]1)(=[O:17])=[O:16])#[N:2]>CO>[NH2:2][CH2:1][C:3]1[CH:4]=[CH:5][CH:6]=[C:7]2[C:11]=1[NH:10][C:9]([C:12]([NH2:14])=[O:13])=[C:8]2[S:15]([N:18]1[CH2:19][CH2:20][O:21][CH2:22][CH2:23]1)(=[O:17])=[O:16]. Reported procedure: 7-Cyano-3-(morpholin-4-ylsulfonyl)-1H-indole-2-carboxamide (8 mg, 0.024 mmol) was dissolved in 5 mL of methanol. The vessel was degassed and charged with 10% Pd(OH)2 on carbon (0.4 mg, 5 weight percent). The vessel was then charged with 1 atm. H2 and stirred vigorously for 18 hours. The reaction was filtered through a pad of Celite, the pad was washed with methanol and the filtrate was concentrated in vacuo. The title compound was obtained after purification by preparative reversed phase HPLC. P... The solvent is CO (methanol). The reactants are C(C)(=O)OC1=CC=C(C=C1)CO (4-(Hydroxymethyl)phenyl acetate), C(=O)(Cl)Cl (phosgene). Run in C1(=CC=CC=C1)C (toluene), C1(=CC=CC=C1)C (toluene). Reaction conditions: time 18 hour. Product: C(C)(=O)OC1=CC=C(C=C1)CC(=O)Cl (4-((Carbonochloridoyl)methyl)phenyl acetate). Reaction SMILES: [C:1]([Cl:4])(Cl)=[O:2].[C:5]([O:8][C:9]1[CH:14]=[CH:13][C:12]([CH2:15]O)=[CH:11][CH:10]=1)(=[O:7])[CH3:6]>C1(C)C=CC=CC=1>[C:5]([O:8][C:9]1[CH:14]=[CH:13][C:12]([CH2:15][C:1]([Cl:4])=[O:2])=[CH:11][CH:10]=1)(=[O:7])[CH3:6]. Procedure: To a solution of phosgene in toluene (20% w/w, 2.2 mL, 4.2 mmol), cooled in an ice bath, was added dropwise a solution of 60 (321 mg, 1.9 mmol) in 2 mL of toluene. The mixture was stirred in the same bath, which was left to come to room temperature on its own. After 18 h, the mixture was concentrated in vacuo to give 61, which was used in the next step without further purification. 1H NMR (400 MHz, CDCl3) δ 2.30 (s, 3H), 5.28 (s, 2H), 7.13 (d, J=8.6 Hz, 2H), 7.42 (d, J=8.7 Hz, 2H). The reactants are ClC1=C(C=CC(=C1)Cl)C(CCO)C1=CNC2=C(C=C(C=C12)F)CSC (3-(2,4-Dichlorophenyl)-3-{5-fluoro-7-[(methylsulfanyl)methyl]-1H-indol-3-yl}propan-1-ol), ClC1=CC(=C(C=C1)C(C)(O)C1CC1)F (1-(4-Chloro-2-fluorophenyl)-1-cyclopropylethanol), C1(CC1)C(C)(C1=CC=C(C=C1)F)C1=CNC2=C(C=CC=C12)CSC (3-[1-Cyclopropyl-1-(4-fluorophenyl)ethyl]-7-[(methylsulfanyl)methyl]-1H-indole). Run at temperature 0 celsius, time 2 hour. Product: ClC1=CC(=C(C=C1)C(C)(C1CC1)C1=CNC2=C(C=C(C=C12)F)CSC)F (3-[1-(4-Chloro-2-fluorophenyl)-1-cyclopropylethyl]-5-fluoro-7-[(methylsulfanyl)methyl]-1H-indole). As a reaction SMILES: ClC1C=C(Cl)C=CC=1C([C:13]1[C:21]2[C:16](=[C:17]([CH2:23][S:24][CH3:25])[CH:18]=[C:19]([F:22])[CH:20]=2)[NH:15][CH:14]=1)CCO.[Cl:26][C:27]1[CH:32]=[CH:31][C:30]([C:33]([CH:36]2[CH2:38][CH2:37]2)(O)[CH3:34])=[C:29]([F:39])[CH:28]=1.C1(C(C2C3C(=C(CSC)C=CC=3)NC=2)(C2C=CC(F)=CC=2)C)CC1>>[Cl:26][C:27]1[CH:32]=[CH:31][C:30]([C:33]([C:13]2[C:21]3[C:16](=[C:17]([CH2:23][S:24][CH3:25])[CH:18]=[C:19]([F:22])[CH:20]=3)[NH:15][CH:14]=2)([CH:36]2[CH2:38][CH2:37]2)[CH3:34])=[C:29]([F:39])[CH:28]=1. Procedure details: The title compound was prepared starting from 500 mg (2.56 mmol) of the compound from Example 8 and 605 mg (2.82 mmol) of the compound from Example 79A in analogy to the synthesis of the compound from Example 95. As a difference, the reaction mixture was stirred at 0° C. for 2 h and then warmed to RT. 67 mg (7% of theory) of the target compound were obtained. RXN SMILES: [F:1][C:2]1[CH:7]=[CH:6][C:5]([C:8]2[N:9]=[C:10]3[CH2:15][CH2:14][CH2:13][N:11]3[CH:12]=2)=[CH:4][CH:3]=1.[Br:16]Br.[OH-].[Na+].C([O-])([O-])=O.[K+].[K+]>C(Cl)Cl>[Br:16][C:12]1[N:11]2[CH2:13][CH2:14][CH2:15][C:10]2=[N:9][C:8]=1[C:5]1[CH:4]=[CH:3][C:2]([F:1])=[CH:7][CH:6]=1 |f:2.3,4.5.6|. Run in C(Cl)Cl (methylene chloride). Reaction conditions: time 45 minute. Procedure details: A stirred solution of 100 mg (0.50 mmole) of 2-(4- fluorophenyl)-6,7-dihydro-[5H]-pyrrolo[1,2-a]imidazole, prepared as described in Example I, was treated dropwise with a solution of 90 mg (0.56 mmole) of bromine in 0.5 ml of methylene chloride. After 45 minutes, the solution was made basic with 5% aqueous NaOH and dried organics over anhydrous K2CO3. The solvent was removed in vacuo, and the residue was recrystallized from carbon tetrachloride-hexane to give the desired Example V title product,... The reactants are FC1=CC=C(C=C1)C=1N=C2N(C1)CCC2 (2-(4- fluorophenyl)-6,7-dihydro-[5H]-pyrrolo[1,2-a]imidazole), BrBr (bromine), C(=O)([O-])[O-].[K+].[K+] (K2CO3), [OH-].[Na+] (NaOH). The product is BrC1=C(N=C2N1CCC2)C2=CC=C(C=C2)F (3-Bromo-2-(4-fluorophenyl)-6,7-dihydro-[5H]-pyrrolo[1,2-a]imidazole).